This data is from the Open Reaction Database (ORD), a public repository of structured organic reaction records. The task is: describe an organic reaction: reactants, conditions, products, and yield The reactants are C(C)(=O)OC(C)=O (acetic anhydride), C(C1=CC=CC=C1)OC(=O)N1C2C(OC(C1CCC2)=O)=O (2,4-Dioxo-3-oxa-9-aza-bicyclo[3.3.1]nonane-9-carboxylic acid benzyl ester), C(C1=CC=CC=C1)OC(=O)N1C2C(OC(C1CCC2)=O)=O (2,4-Dioxo-3-oxa-9-aza-bicyclo[3.3.1]nonane-9-carboxylic acid benzyl ester), C(C1=CC=CC=C1)OCCN (2-benzyloxyethylamine). Solvent: O1CCOCC1 (dioxane). Conditions: time 1 hour. Yields the product C(C1=CC=CC=C1)OC(=O)N1C2C(N(C(C1CCC2)=O)CCOCC2=CC=CC=C2)=O (3-(2-Benzyloxyethyl)-2,4-dioxo-3,9-diaza-bicyclo[3.3.1]nonane-9-carboxylic Acid Benzyl Ester). The yield is 89.8%. Reaction SMILES: [CH2:1]([O:8][C:9]([N:11]1[CH:16]2[CH2:17][CH2:18][CH2:19][CH:12]1[C:13](=[O:21])O[C:15]2=[O:20])=[O:10])[C:2]1[CH:7]=[CH:6][CH:5]=[CH:4][CH:3]=1.[CH2:22]([O:29][CH2:30][CH2:31][NH2:32])[C:23]1[CH:28]=[CH:27][CH:26]=[CH:25][CH:24]=1.C(OC(=O)C)(=O)C>O1CCOCC1>[CH2:1]([O:8][C:9]([N:11]1[CH:12]2[CH2:19][CH2:18][CH2:17][CH:16]1[C:15](=[O:20])[N:32]([CH2:31][CH2:30][O:29][CH2:22][C:23]1[CH:28]=[CH:27][CH:26]=[CH:25][CH:24]=1)[C:13]2=[O:21])=[O:10])[C:2]1[CH:3]=[CH:4][CH:5]=[CH:6][CH:7]=1. Procedure: 2,4-Dioxo-3-oxa-9-aza-bicyclo[3.3.1]nonane-9-carboxylic acid benzyl ester (Compound 2, 1.02 g, 3.52 mmol) was dissolved in dioxane (5 mL), and 2-benzyloxyethylamine (0.50 g, 3.32 mmol) was added from the top. The mixture was stirred at room temperature for 1 hour (hr). Then, acetic anhydride (0.62 mL, 6.64 mmol) was added, and the reaction was refluxed for 5 hours. Dioxane was evaporated, and flash chromatographic purification of the residue (20% EtOAc/hexanes) gave Compound 3 (1.26 g, 90%) as a... Starting materials: Br, BrBr, CC(=O)c1ccc(B(O)O)cc1F, CC(=O)O, CO. The product is O=C(CBr)c1ccc(B(O)O)cc1F. As a reaction SMILES: [Br:18].[Br:19][Br:20].[C:1]([CH3:2])(=[O:3])[c:4]1[c:5]([F:13])[cH:6][c:7]([B:10]([OH:11])[OH:12])[cH:8][cH:9]1.[CH3:14][C:15](=[O:16])[OH:17].[CH3:21][OH:22]>>[C:1]([CH2:2][Br:19])(=[O:3])[c:4]1[c:5]([F:13])[cH:6][c:7]([B:10]([OH:11])[OH:12])[cH:8][cH:9]1. Starting materials: COc1cccc(C2C(CCC(O[Si](C)(C)C(C)(C)C)c3ccccc3)C(=O)N2c2ccc([N+](=O)[O-])cc2)c1, CCOC(C)=O, [H][H], [Pd]. The product is COc1cccc(C2C(CCC(O[Si](C)(C)C(C)(C)C)c3ccccc3)C(=O)N2c2ccc(N)cc2)c1. RXN SMILES: [C:1]([CH3:2])([CH3:3])([CH3:4])[Si:5]([O:6][CH:7]([CH2:8][CH2:9][CH:10]1[C:11](=[O:31])[N:12]([c:22]2[cH:23][cH:24][c:25]([N+:28]([O-:29])=[O:30])[cH:26][cH:27]2)[CH:13]1[c:14]1[cH:15][c:16]([O:20][CH3:21])[cH:17][cH:18][cH:19]1)[c:32]1[cH:33][cH:34][cH:35][cH:36][cH:37]1)([CH3:38])[CH3:39].[CH2:42]([O:43][C:44](=[O:45])[CH3:46])[CH3:47].[H:40][H:41].[Pd:48]>>[C:1]([CH3:2])([CH3:3])([CH3:4])[Si:5]([O:6][CH:7]([CH2:8][CH2:9][CH:10]1[C:11](=[O:31])[N:12]([c:22]2[cH:23][cH:24][c:25]([NH2:28])[cH:26][cH:27]2)[CH:13]1[c:14]1[cH:15][c:16]([O:20][CH3:21])[cH:17][cH:18][cH:19]1)[c:32]1[cH:33][cH:34][cH:35][cH:36][cH:37]1)([CH3:38])[CH3:39].